This data is from the Open Reaction Database (ORD), a public repository of structured organic reaction records. The task is: describe an organic reaction: reactants, conditions, products, and yield Procedure details: To a stirred solution of (S)—N-{2-[1-(3-ethoxy-4-methoxy-phenyl)-2-methanesulfonyl-ethyl]-1,3-dioxo-2,3-dihydro-1H-isoindol-4-yl}-acetamide (1 mmol) in anhydrous CH2Cl2, is added iodotrimethylsilane (6 mmol). The mixture is stirred at room temperature for 24 hours. The reaction mixture is diluted with brine and is extracted with CH2Cl2. The CH2Cl2 is removed to give crude (S)—N-{-2-[1-(3-ethoxy-4-hydroxy-phenyl)-2-methanesulfonyl-ethyl]-1,3-dioxo-2,3-dihydro-1H-isoindol-4-yl}-acetamide. The prod... The product is C(C)OC=1C=C(C=CC1O)[C@@H](CS(=O)(=O)C)N1C(C2=CC=CC(=C2C1=O)NC(C)=O)=O ((S)—N-{-2-[1-(3-ethoxy-4-hydroxy-phenyl)-2-methanesulfonyl-ethyl]-1,3-dioxo-2,3-dihydro-1H-isoindol-4-yl}-acetamide). Reaction SMILES: [CH2:1]([O:3][C:4]1[CH:5]=[C:6]([C@H:12]([N:18]2[C:26](=[O:27])[C:25]3[C:20](=[CH:21][CH:22]=[CH:23][C:24]=3[NH:28][C:29](=[O:31])[CH3:30])[C:19]2=[O:32])[CH2:13][S:14]([CH3:17])(=[O:16])=[O:15])[CH:7]=[CH:8][C:9]=1[O:10]C)[CH3:2].I[Si](C)(C)C>C(Cl)Cl.[Cl-].[Na+].O>[CH2:1]([O:3][C:4]1[CH:5]=[C:6]([C@H:12]([N:18]2[C:26](=[O:27])[C:25]3[C:20](=[CH:21][CH:22]=[CH:23][C:24]=3[NH:28][C:29](=[O:31])[CH3:30])[C:19]2=[O:32])[CH2:13][S:14]([CH3:17])(=[O:16])=[O:15])[CH:7]=[CH:8][C:9]=1[OH:10])[CH3:2] |f:3.4.5|. Reactants: C(C)OC=1C=C(C=CC1OC)[C@@H](CS(=O)(=O)C)N1C(C2=CC=CC(=C2C1=O)NC(C)=O)=O ((S)—N-{2-[1-(3-ethoxy-4-methoxy-phenyl)-2-methanesulfonyl-ethyl]-1,3-dioxo-2,3-dihydro-1H-isoindol-4-yl}-acetamide), I[Si](C)(C)C (iodotrimethylsilane). Solvent: [Cl-].[Na+].O (brine), C(Cl)Cl (CH2Cl2). Conditions: time 24 hour. Starting materials: C1(O)=CC(O)=CC=C1 (Resorcinol), COC1=CC=C(C=C1)CC(=O)O (4-methoxyphenylacetic acid), C(C)(=O)[O-].[Na+] (sodium acetate). Run in B(F)(F)F (boron trifluoride). Conditions: temperature 90 celsius. Product: OC1=C(C=CC(=C1)O)C(CC1=CC=C(C=C1)OC)=O (1-(2,4-dihydroxy-phenyl)-2-(4-methoxy-phenyl)-ethanone). RXN SMILES: [C:1]1([CH:8]=[CH:7][CH:6]=[C:4]([OH:5])[CH:3]=1)[OH:2].[CH3:9][O:10][C:11]1[CH:16]=[CH:15][C:14]([CH2:17][C:18](O)=[O:19])=[CH:13][CH:12]=1.C([O-])(=O)C.[Na+]>B(F)(F)F>[OH:2][C:1]1[CH:3]=[C:4]([OH:5])[CH:6]=[CH:7][C:8]=1[C:18](=[O:19])[CH2:17][C:14]1[CH:15]=[CH:16][C:11]([O:10][CH3:9])=[CH:12][CH:13]=1 |f:2.3|. Reported procedure: Resorcinol (4.4 g, 40 mmol) and 4-methoxyphenylacetic acid (6.6 g, 40 mmol) in boron trifluoride.etherate (25 ml, 0.2 mol) was heated, under a nitrogen atmosphere, at 90° C. for ˜90 mins. to give a pale red solution. The solution was allowed to cool and poured into aqueous sodium acetate (200 ml, 10%) and the mixture stirred to give a pale yellow precipitate. The solids were removed by filtration and washed with water (200 ml). Solids were taken up in ethyl acetate (250 ml) and washed with water... The reactants are ClC1=C(C=C(N)C=C1)I (4-Chloro-3-iodoaniline), CC1=NOC(=C1C(=O)O)C (3,5-dimethyl-4-isoxazolecarboxylic acid), C(CCl)Cl (EDC), TEA. Reagents/catalysts: CN(C)C=1C=CN=CC1 (DMAP). Yields the product CC1=NOC(=C1C(=O)NC1=CC(=C(C=C1)Cl)I)C (3,5-dimethyl-N-(4-chloro-3-iodophenyl)isoxazole-4-carboxamide). As a reaction SMILES: [Cl:1][C:2]1[CH:8]=[CH:7][C:5]([NH2:6])=[CH:4][C:3]=1[I:9].[CH3:10][C:11]1[C:15]([C:16](O)=[O:17])=[C:14]([CH3:19])[O:13][N:12]=1.C(Cl)CCl>CN(C1C=CN=CC=1)C>[CH3:10][C:11]1[C:15]([C:16]([NH:6][C:5]2[CH:7]=[CH:8][C:2]([Cl:1])=[C:3]([I:9])[CH:4]=2)=[O:17])=[C:14]([CH3:19])[O:13][N:12]=1. Procedure: 4-Chloro-3-iodoaniline (1.01 g, 4 mmol) was used in procedure E with 3,5-dimethyl-4-isoxazolecarboxylic acid (0.565 g, 4 mmol), EDC (1.32 g, 6.8 mmol), TEA (0.5 mL), DMAP (50 mg, 0.4 mmol) at 23° C. for overnight. The crude reaction was purified by silica gel chromatography (0-15% ethyl acetate/CH2Cl2) to yield 3,5-dimethyl-N-(4-chloro-3-iodophenyl)isoxazole-4-carboxamide as a white solid. Reactants: C(=O)=O (carbon dioxide), N1C(CC2=CC=CC=C12)C(=O)O (indoline 2-carboxylic acid), C(#CC(=O)OC)C(=O)OC (dimethyl acetylenedicarboxylate), C(C)(=O)OC(C)=O (acetic anhydride), C(=O)=O (carbon dioxide). Yields the product COC(=O)C=1C(=C(N2C1CC=1C=CC=CC21)C)C(=O)OC (3-methyl-8H-3a-aza-cyclopenta[a]indene-1,2-dicarboxylic acid dimethyl ester). RXN SMILES: [NH:1]1[C:9]2[C:4](=[CH:5][CH:6]=[CH:7][CH:8]=2)[CH2:3][CH:2]1[C:10](O)=O.[C:13]([C:19](OC)=O)#[C:14][C:15]([O:17][CH3:18])=[O:16].C(=O)=O.[C:26]([O:29][C:30](=O)C)(=[O:28])C>>[CH3:30][O:29][C:26]([C:10]1[C:14]([C:15]([O:17][CH3:18])=[O:16])=[C:13]([CH3:19])[N:1]2[C:9]3[CH:8]=[CH:7][CH:6]=[CH:5][C:4]=3[CH2:3][C:2]=12)=[O:28]. Reported procedure: A mixture of indoline 2-carboxylic acid (10.60 g, 65 mmol) and dimethyl acetylenedicarboxylate (9.24 g, 80 mmol) in acetic anhydride (110 mL) was stirred in a flask equipped with a reflux condenser and a gas bubbler to monitor carbon dioxide evolution during the reaction. The mixture was heated to 120° C. where carbon dioxide evolution was most intense. The temperature was maintained until gas evolution had ceased (ca. 10 h). The dark solution was concentrated in vacuo and the solid residue was ... Starting materials: CC1=NN2C(N=C(C=C2NC=C(C(=O)OCC)C(=O)[O-])C)=C1 ([[(2,5-dimethylpyrazolo[1,5-a]pyrimidin-7-yl)amino]methylene]propanedioic acid, ethyl ester), C1(=CC=CC=C1)OC1=CC=CC=C1 (diphenyl ether). The solvent is C(C)OCC (diethyl ether). Yields the product OC1=C(C=NC2=C1C(=NC=1N2N=C(C1)C)C)C(=O)OCC (6-hydroxy-2,5-dimethylpyrazolo[1,5-a]pyrido[3,2-e]-pyrimidine-7-carboxylic acid, ethyl ester). RXN SMILES: [CH3:1][C:2]1[CH:22]=[C:5]2[N:6]=[C:7]([CH3:21])[CH:8]=[C:9]([NH:10][CH:11]=[C:12]([C:18]([O-:20])=O)[C:13]([O:15][CH2:16][CH3:17])=[O:14])[N:4]2[N:3]=1.C1(OC2C=CC=CC=2)C=CC=CC=1>C(OCC)C>[OH:20][C:18]1[C:8]2[C:7]([CH3:21])=[N:6][C:5]3[N:4]([N:3]=[C:2]([CH3:1])[CH:22]=3)[C:9]=2[N:10]=[CH:11][C:12]=1[C:13]([O:15][CH2:16][CH3:17])=[O:14]. Procedure: 33.2 g. of [[(2,5-dimethylpyrazolo[1,5-a]pyrimidin-7-yl)amino]methylene]propanedioic acid, ethyl ester (0.1 mol.) are heated in 100 ml. of diphenyl ether at 240° for 7 minutes. The mixture is cooled rapidly and 100 ml. of diethyl ether are added. The product, 6-hydroxy-2,5-dimethylpyrazolo[1,5-a]pyrido[3,2-e]pyrimidine-7-carboxylic acid, ethyl ester, precipitates and is filtered off, yield 20.1 g. (75%), m.p. 207°-208° (methanol). Reaction SMILES: [Cl:1][c:2]1[c:3]([C:4]#[N:5])[cH:6][cH:7][c:8]([CH3:10])[n:9]1.[F-:20].[K+:21].[O:23]=[CH:24][N:25]([CH3:26])[CH3:27].[OH2:22].[OH:11][c:12]1[cH:13][c:14]([CH:15]=[O:16])[cH:17][cH:18][cH:19]1>>[c:2]1([O:11][c:12]2[cH:13][c:14]([CH:15]=[O:16])[cH:17][cH:18][cH:19]2)[c:3]([C:4]#[N:5])[cH:6][cH:7][c:8]([CH3:10])[n:9]1. Starting materials: Cc1ccc(C#N)c(Cl)n1, [F-], [K+], CN(C)C=O, O, O=Cc1cccc(O)c1. Product: Cc1ccc(C#N)c(Oc2cccc(C=O)c2)n1.